Dataset: the Open Reaction Database (ORD), a public repository of structured organic reaction records. Task: describe an organic reaction: reactants, conditions, products, and yield Starting materials: CC(C)(C)P(C(C)(C)C)C(C)(C)C, C#C[Si](C)(C)C, CCOC(C)=O, [I-], O=C(NC1CN2CCC1CC2)c1ccc2occ(Br)c2c1, C1COCCO1. Product: C[Si](C)(C)C#Cc1coc2ccc(C(=O)NC3CN4CCC3CC4)cc12. RXN SMILES: [C:23]([P:24]([C:25]([CH3:26])([CH3:27])[CH3:28])[C:29]([CH3:30])([CH3:31])[CH3:32])([CH3:33])([CH3:34])[CH3:35].[CH3:36][Si:37]([CH3:38])([CH3:39])[C:40]#[CH:41].[CH3:48][CH2:49][O:50][C:51]([CH3:52])=[O:53].[I-:22].[N:1]12[CH2:2][CH:3]([NH:9][C:10](=[O:11])[c:12]3[cH:13][cH:14][c:15]4[c:16]([c:17]([Br:20])[cH:18][o:19]4)[cH:21]3)[CH:4]([CH2:5][CH2:6]1)[CH2:7][CH2:8]2.[O:42]1[CH2:43][CH2:44][O:45][CH2:46][CH2:47]1>>[N:1]12[CH2:2][CH:3]([NH:9][C:10](=[O:11])[c:12]3[cH:13][cH:14][c:15]4[c:16]([c:17]([C:41]#[C:40][Si:37]([CH3:36])([CH3:38])[CH3:39])[cH:18][o:19]4)[cH:21]3)[CH:4]([CH2:5][CH2:6]1)[CH2:7][CH2:8]2. RXN SMILES: [CH3:1][N:2]([CH3:3])[CH:4]=[O:5].[Cl:8][c:9]1[c:10]([O:11][CH2:12][CH2:13][OH:14])[cH:15][cH:16][c:17]([CH2:19][n:20]2[n:21][cH:22][cH:23][cH:24]2)[cH:18]1.[F:25][c:26]1[n:27][cH:28][cH:29][cH:30][cH:31]1.[H-:6].[Na+:7].[OH2:32]>>[Cl:8][c:9]1[c:10]([O:11][CH2:12][CH2:13][O:14][c:26]2[n:27][cH:28][cH:29][cH:30][cH:31]2)[cH:15][cH:16][c:17]([CH2:19][n:20]2[n:21][cH:22][cH:23][cH:24]2)[cH:18]1. The product is Clc1cc(Cn2cccn2)ccc1OCCOc1ccccn1. The reactants are CN(C)C=O, OCCOc1ccc(Cn2cccn2)cc1Cl, Fc1ccccn1, [H-], [Na+], O. Reactants: BrB(Br)Br, ClCCl, COc1ccc(-c2ccc(C(=O)C3CC=CC3)cc2)cc1, O. Yields the product O=C(c1ccc(-c2ccc(O)cc2)cc1)C1CC=CC1. RXN SMILES: [B:22]([Br:23])([Br:24])[Br:25].[CH2:27]([Cl:28])[Cl:29].[CH:1]1([C:6](=[O:7])[c:8]2[cH:9][cH:10][c:11](-[c:14]3[cH:15][cH:16][c:17]([O:20][CH3:21])[cH:18][cH:19]3)[cH:12][cH:13]2)[CH2:2][CH:3]=[CH:4][CH2:5]1.[OH2:26]>>[CH:1]1([C:6](=[O:7])[c:8]2[cH:9][cH:10][c:11](-[c:14]3[cH:15][cH:16][c:17]([OH:20])[cH:18][cH:19]3)[cH:12][cH:13]2)[CH2:2][CH:3]=[CH:4][CH2:5]1. Reactants: CC(C)([O-])C.[K+] (Potassium tert-butoxide), NC1=NC=C(C=C1C#CC1=CC=C(C=C1)NC(C)=O)[N+](=O)[O-] (N-[4-(2-amino-5-nitro-pyridin-3-ylethynyl)-phenyl]-acetamide), O1CCCC1 (tetrahydrofuran), CN(C=O)C (dimethylformamide). Run at temperature 70 celsius. Product: [N+](=O)([O-])C=1C=C2C(=NC1)NC(=C2)C=2C=C(C=CC2)NC(C)=O (N-[3-(5-Nitro-1H-pyrrolo[2,3-b]pyridin-2-yl)-phenyl]-acetamide). Isolated yield 68.0%. RXN SMILES: [CH3:1][C:2](C)([O-:4])C.[K+].[NH2:7][C:8]1[C:13]([C:14]#[C:15][C:16]2[CH:21]=[CH:20][C:19](NC(=O)C)=[CH:18][CH:17]=2)=[CH:12][C:11]([N+:26]([O-:28])=[O:27])=[CH:10][N:9]=1.O1CCCC1.C[N:35](C)C=O>>[N+:26]([C:11]1[CH:12]=[C:13]2[CH:14]=[C:15]([C:16]3[CH:17]=[C:18]([NH:35][C:2](=[O:4])[CH3:1])[CH:19]=[CH:20][CH:21]=3)[NH:7][C:8]2=[N:9][CH:10]=1)([O-:28])=[O:27] |f:0.1|. Procedure: Potassium tert-butoxide (2.25 g, 20 mmol) was added to a solution of N-[4-(2-amino-5-nitro-pyridin-3-ylethynyl)-phenyl]-acetamide (1.48 g, 5 mmol) in a 2:1 mixture of tetrahydrofuran and dimethylformamide (75 mL). The mixture was heated at 70° C. for 16 hours then the tetrahydrofuran was removed in vacuo. The mixture was poured onto a pad of silica and eluted with 10% methanol in ethyl acetate. The organics were concentrated in vacuo to 5% of their original volume and water (30 mL) was added. Th... Starting materials: CC(C)(C)OC(=O)N1CC(=O)CC1C(=O)O, CO, C[Si](C)(C)C=[N+]=[N-], Cc1ccccc1. The product is COC(=O)C1CC(=O)CN1C(=O)OC(C)(C)C. As a reaction SMILES: [C:1]([CH3:2])([CH3:3])([CH3:4])[O:5][C:6](=[O:7])[N:8]1[CH:9]([C:14](=[O:15])[OH:16])[CH2:10][C:11](=[O:13])[CH2:12]1.[CH3:17][OH:18].[CH3:19][Si:20]([CH:21]=[N+:22]=[N-:23])([CH3:24])[CH3:25].[CH3:26][c:27]1[cH:28][cH:29][cH:30][cH:31][cH:32]1>>[C:1]([CH3:2])([CH3:3])([CH3:4])[O:5][C:6](=[O:7])[N:8]1[CH:9]([C:14](=[O:15])[O:16][CH3:19])[CH2:10][C:11](=[O:13])[CH2:12]1. Reactants: CCOCC, CI, Cc1cccc(C)c1NCc1nnc(S)n1C, ClCCl, [Na+], [OH-], O. Yields the product CSc1nnc(CNc2c(C)cccc2C)n1C. Reaction SMILES: [CH2:22]([O:23][CH2:24][CH3:25])[CH3:26].[CH3:20][I:21].[CH3:3][c:4]1[c:5]([NH:11][CH2:12][c:13]2[n:14][n:15][c:16]([SH:19])[n:17]2[CH3:18])[c:6]([CH3:10])[cH:7][cH:8][cH:9]1.[Cl:28][CH2:29][Cl:30].[Na+:2].[OH-:1].[OH2:27]>>[CH3:3][c:4]1[c:5]([NH:11][CH2:12][c:13]2[n:14][n:15][c:16]([S:19][CH3:22])[n:17]2[CH3:18])[c:6]([CH3:10])[cH:7][cH:8][cH:9]1.